From a dataset of the Open Reaction Database (ORD), a public repository of structured organic reaction records. describe an organic reaction: reactants, conditions, products, and yield The reactants are C(C)B(CC)CC (Triethylborane), C(Cl)Cl (CH2Cl2), C(=O)([O-])[O-].[Cs+].[Cs+] (Cs2CO3), NC=1C(=C2C=CC=NC2=CC1)Br (6-amino-5-bromoquinoline). The reagents and catalysts are C1=CC=C(C=C1)P([C-]2C=CC=C2)C3=CC=CC=C3.C1=CC=C(C=C1)P([C-]2C=CC=C2)C3=CC=CC=C3.Cl[Pd]Cl.[Fe+2] (Pd(dppf)Cl2). Run in hexanes, O (water), CN(C)C=O (DMF). Reaction conditions: temperature 50 celsius. Product: NC=1C(=C2C=CC=NC2=CC1)CC (6-amino-5-ethylquinoline). Yield: 65.8%. As a reaction SMILES: C(Cl)Cl.C([O-])([O-])=O.[Cs+].[Cs+].[NH2:10][C:11]1[C:12](Br)=[C:13]2[C:18](=[CH:19][CH:20]=1)[N:17]=[CH:16][CH:15]=[CH:14]2.[CH2:22](B(CC)CC)[CH3:23]>CN(C=O)C.C1C=CC(P(C2C=CC=CC=2)[C-]2C=CC=C2)=CC=1.C1C=CC(P(C2C=CC=CC=2)[C-]2C=CC=C2)=CC=1.Cl[Pd]Cl.[Fe+2].O>[NH2:10][C:11]1[C:12]([CH2:22][CH3:23])=[C:13]2[C:18](=[CH:19][CH:20]=1)[N:17]=[CH:16][CH:15]=[CH:14]2 |f:1.2.3,7.8.9.10|. Procedure details: To a mixture of 183 mg (0.22 mmol) of Pd(dppf)Cl2.CH2Cl2 and 4.38 g (13.44 mmol) of Cs2CO3 in 13 mL of DMF under Argon atmosphere was added a solution of 500 mg (2.24 mmol) of 6-amino-5-bromoquinoline (commercially available from ACES Pharma Product List). Triethylborane in hexanes (2.91 mL of 1.0 M solution) was added, and the reaction was heated to 50° C. for 22 hours, then poured into 50 mL of water, and extracted with diethyl ether. The combined ether layers were washed with saturated aqueou... Starting materials: C(C)(=O)OC=1C(C(=O)Cl)=CC=CC1 (acetylsalicylic acid chloride), OCC=1C=C(C=CC1)O (3-hydroxymethylphenol). Run in ClCCl (dichloromethane), [Na+].[OH-] (hydroxide sodium). Product: 3-hydroxymethylphenyl ester, C(C)(=O)OC1=C(C(=O)O)C=CC=C1 (2-acetoxybenzoic acid). Yield: 80.0%. RXN SMILES: [OH:1]CC1C=C(O)C=CC=1.[C:10]([O:13][C:14]1[C:15](=[CH:19][CH:20]=[CH:21][CH:22]=1)[C:16](Cl)=[O:17])(=[O:12])[CH3:11]>[Na+].[OH-].ClCCl>[C:10]([O:13][C:14]1[CH:22]=[CH:21][CH:20]=[CH:19][C:15]=1[C:16]([OH:1])=[O:17])(=[O:12])[CH3:11] |f:2.3|. Procedure details: 3-hydroxymethylphenol (25.25 g, 0.2 moles) is dissolved in a 5% hydroxide sodium solution (160 ml). To the so obtained solution an acetylsalicylic acid chloride solution (40.4 g, 0.2 moles) in dichloromethane (50 ml) is added at roam temperature, under stirring. The mixture is maintained at room temperature under stirring for 2 hours and then extracted with dichloromethane (2×100 ml). The organic phase is separated, anhydrified with sodium sulphate and the solvent evaporated under vacuum. The re... The reactants are CC(C)N(NC(=O)c1ccccc1)C(=O)CCc1ccccc1Br, O=C([O-])[O-], Cc1ccc(C)c(B(O)O)c1, COCCOC, [Na+], [Na+]. The product is Cc1ccc(C)c(-c2ccccc2CCC(=O)N(NC(=O)c2ccccc2)C(C)C)c1. RXN SMILES: [Br:1][c:2]1[c:3]([CH2:8][CH2:9][C:10](=[O:11])[N:12]([NH:13][C:14]([c:15]2[cH:16][cH:17][cH:18][cH:19][cH:20]2)=[O:21])[CH:22]([CH3:23])[CH3:24])[cH:4][cH:5][cH:6][cH:7]1.[C:25](=[O:26])([O-:27])[O-:28].[CH3:31][c:32]1[c:33]([B:39]([OH:40])[OH:41])[cH:34][c:35]([CH3:38])[cH:36][cH:37]1.[CH3:42][O:43][CH2:44][CH2:45][O:46][CH3:47].[Na+:29].[Na+:30]>>[c:2]1(-[c:33]2[c:32]([CH3:31])[cH:37][cH:36][c:35]([CH3:38])[cH:34]2)[c:3]([CH2:8][CH2:9][C:10](=[O:11])[N:12]([NH:13][C:14]([c:15]2[cH:16][cH:17][cH:18][cH:19][cH:20]2)=[O:21])[CH:22]([CH3:23])[CH3:24])[cH:4][cH:5][cH:6][cH:7]1. Run at time 30 minute. The yield is 84.2%. Yields the product C(C)OC1=C(C=CC(=C1)[N+](=O)[O-])OC (2-ethoxy-1-methoxy-4-nitrobenzene). Procedure: Under an inert atmosphere at 0° C., add a solution of 10 g (59 mmol) of 2-ethoxy-5-nitrophenol dissolved in 125 ml of DMF, on a solution of 2.6 g (65 mmol) of 60% NaH in oil dissolved in 125 ml of DMF. After 30 minutes at room temperature, add dropwise 5.2 ml (65 mmol) of EtI at 0° C. Allow to stand at room temperature for 12 hours. Add 1.5 l of a water-ice mixture. Filter the precipitate and wash three times with 100 ml of water then once with 100 ml of pentane. One obtains 9.8 g of the abovena... Reaction SMILES: [CH2:1]([O:3][C:4]1[CH:9]=[CH:8][C:7]([N+:10]([O-:12])=[O:11])=[CH:6][C:5]=1[OH:13])C.[H-].[Na+].[CH2:16](I)[CH3:17]>CN(C=O)C>[CH2:16]([O:13][C:5]1[CH:6]=[C:7]([N+:10]([O-:12])=[O:11])[CH:8]=[CH:9][C:4]=1[O:3][CH3:1])[CH3:17] |f:1.2|. Reactants: [H-].[Na+] (NaH), C(C)OC1=C(C=C(C=C1)[N+](=O)[O-])O (2-ethoxy-5-nitrophenol), water ice, C(C)I (EtI). Solvent: CN(C)C=O (DMF), CN(C)C=O (DMF). Reactants: NC(CN1C(C2=CC=C(C=C2C(=C1C#N)C1=CC=CC=C1)OC)=O)C1=CC=CC=2CCCCC12 (2-(2-Amino-(5,6,7,8-tetrahydro-1-naphthyl)ethyl)-3-cyano-6-methoxy-4-phenyl-2H-isoquinolin-1-one), C(N)([O-])=O (carbamate). Product: C(C)(C)(C)OC(NCCN1C(C2=CC=C(C=C2C(=C1C#N)C1=CC=CC=C1)OC)=O)=O ([2-(3-Cyano-6-methoxy-1-oxo-4-phenyl-1H-isoquinolin-2-yl)-ethyl]-carbamic acid tert-butyl ester). RXN SMILES: [NH2:1][CH:2](C1C2CCCCC=2C=CC=1)[CH2:3][N:4]1[C:13]([C:14]#[N:15])=[C:12]([C:16]2[CH:21]=[CH:20][CH:19]=[CH:18][CH:17]=2)[C:11]2[C:6](=[CH:7][CH:8]=[C:9]([O:22][CH3:23])[CH:10]=2)[C:5]1=[O:24].[C:35](=[O:38])([O-:37])N>>[C:6]([O:37][C:35](=[O:38])[NH:1][CH2:2][CH2:3][N:4]1[C:13]([C:14]#[N:15])=[C:12]([C:16]2[CH:21]=[CH:20][CH:19]=[CH:18][CH:17]=2)[C:11]2[C:6](=[CH:7][CH:8]=[C:9]([O:22][CH3:23])[CH:10]=2)[C:5]1=[O:24])([CH3:11])([CH3:7])[CH3:5]. Procedure details: Compound 56a was prepared essentially according to the procedure described above in Example I for compound 8 by using tert-butyl-N-2-aminoethyl)-carbamate in place of aminoacetaldehyde diethyl acetal in Step D. The reactants are C(C)C1C(NC=2N=CN=C(C21)N2CCC(CC2)C=2N(C=C(N2)C2=CC(=C(C=C2)F)C(F)(F)F)C[C@H]2N(CCCC2)C(=O)OCC2=CC=CC=C2)=O ((2S)-benzyl 2-((2-(1-(5-ethyl-6-oxo-6,7-dihydro-5H-pyrrolo[2,3-d]pyrimidin-4-yl)piperidin-4-yl)-4-(4-fluoro-3-(trifluoromethyl)phenyl)-1H-imidazol-1-yl)methyl)piperidine-1-carboxylate), Cl (HCl). Run at temperature 50 celsius. Procedure: Charge (2S)-benzyl 2-((2-(1-(5-ethyl-6-oxo-6,7-dihydro-5H-pyrrolo[2,3-d]pyrimidin-4-yl)piperidin-4-yl)-4-(4-fluoro-3-(trifluoromethyl)phenyl)-1H-imidazol-1-yl)methyl)piperidine-1-carboxylate (0.45 g; 1.0 eq) in concentrated HCl (10 mL) and heat at 50° C. for 1 hour. After completion, concentrate the reaction mass, strip with toluene and triturate and wash with diethyl ether followed by DCM and pentane. Dry under vacuum to get 0.39 g (90%) of the title compound as an off-white solid. (ES+): m/z=5... The product is Cl.Cl.Cl.C(C)C1C(NC=2N=CN=C(C21)N2CCC(CC2)C=2N(C=C(N2)C2=CC(=C(C=C2)F)C(F)(F)F)C[C@H]2NCCCC2)=O (5-Ethyl-4-{4-[4-(4-fluoro-3-(trifluoromethyl)phenyl)-1-((S)-piperidin-2-ylmethyl)-1H-imidazol-2-yl]-piperidin-1-yl}-5,7-dihydro-pyrrolo[2,3-d]pyrimidin-6-one tris hydrochloride). Reaction SMILES: [CH2:1]([CH:3]1[C:11]2[C:10]([N:12]3[CH2:17][CH2:16][CH:15]([C:18]4[N:19]([CH2:34][C@@H:35]5[CH2:40][CH2:39][CH2:38][CH2:37][N:36]5C(OCC5C=CC=CC=5)=O)[CH:20]=[C:21]([C:23]5[CH:28]=[CH:27][C:26]([F:29])=[C:25]([C:30]([F:33])([F:32])[F:31])[CH:24]=5)[N:22]=4)[CH2:14][CH2:13]3)=[N:9][CH:8]=[N:7][C:6]=2[NH:5][C:4]1=[O:51])[CH3:2].[ClH:52]>>[ClH:52].[ClH:52].[ClH:52].[CH2:1]([CH:3]1[C:11]2[C:10]([N:12]3[CH2:17][CH2:16][CH:15]([C:18]4[N:19]([CH2:34][C@@H:35]5[CH2:40][CH2:39][CH2:38][CH2:37][NH:36]5)[CH:20]=[C:21]([C:23]5[CH:28]=[CH:27][C:26]([F:29])=[C:25]([C:30]([F:32])([F:31])[F:33])[CH:24]=5)[N:22]=4)[CH2:14][CH2:13]3)=[N:9][CH:8]=[N:7][C:6]=2[NH:5][C:4]1=[O:51])[CH3:2] |f:2.3.4.5|. Isolated yield 90.0%. Reactants: O=C1N(C(C2=CC=CC=C12)=O)OC1CN(N(C1)C(=O)OC(C)(C)C)C(=O)OC(C)(C)C (di-tert-butyl 4-[(1,3-dioxo-1,3-dihydro-2H-isoindol-2-yl)oxy]pyrazolidine-1,2-dicarboxylate), C(Cl)Cl (DCM), O.NN (hydrazine hydrate). Solvent: C(C)O (ethanol). Reaction conditions: time 8 hour. Product: NOC1CN(N(C1)C(=O)OC(C)(C)C)C(=O)OC(C)(C)C (di-tert-butyl 4-(aminooxy)pyrazolidine-1,2-dicarboxylate). Isolated yield 82.0%. Reaction SMILES: O=C1C2C(=CC=CC=2)C(=O)[N:3]1[O:12][CH:13]1[CH2:17][N:16]([C:18]([O:20][C:21]([CH3:24])([CH3:23])[CH3:22])=[O:19])[N:15]([C:25]([O:27][C:28]([CH3:31])([CH3:30])[CH3:29])=[O:26])[CH2:14]1.C(Cl)Cl.O.NN>C(O)C>[NH2:3][O:12][CH:13]1[CH2:14][N:15]([C:25]([O:27][C:28]([CH3:29])([CH3:30])[CH3:31])=[O:26])[N:16]([C:18]([O:20][C:21]([CH3:24])([CH3:23])[CH3:22])=[O:19])[CH2:17]1 |f:2.3|. Procedure: To a mixture of di-tert-butyl 4-[(1,3-dioxo-1,3-dihydro-2H-isoindol-2-yl)oxy]pyrazolidine-1,2-dicarboxylate 142 (1.81 g, 4.18 mmol) in a solution of DCM (20 mL) and ethanol (4 mL) was added hydrazine hydrate (0.240 mL, 4.18 mmol) at room temperature. The mixture was stirred at room temperature overnight, filtered and concentrated to provide a residue which was subjected to chromatography to give 143 (1.04 g, 83%) as a white foam. Starting materials: BrC1=CC(=C(C=C1)C(=O)N1[C@@H](CCC1)CN1CCCC1)F ((4-bromo-2-fluoro-phenyl)-(2-(S)-pyrrolidin-1-ylmethyl-pyrrolidin-yl)methanone), CS(=O)(=O)C1=CC=C(C=C1)B(O)O (4-methanesulfonylphenyl boronic acid), dichloropalladium di-triphenylphosphine, [F-].[Cs+] (cesium fluoride). The solvent is C(C)#N (acetonitrile). Conditions: time 10 minute. Yields the product FC=1C=C(C=CC1C(=O)N1[C@@H](CCC1)CN1CCCC1)C1=CC=C(C=C1)S(=O)(=O)C ((3-Fluoro-4′-methanesulfonyl-biphenyl-4-yl)-(2-(S)-pyrrolidin-1-ylmethyl-pyrrolidin-1-yl)-methanone). RXN SMILES: Br[C:2]1[CH:7]=[CH:6][C:5]([C:8]([N:10]2[CH2:14][CH2:13][CH2:12][C@H:11]2[CH2:15][N:16]2[CH2:20][CH2:19][CH2:18][CH2:17]2)=[O:9])=[C:4]([F:21])[CH:3]=1.[CH3:22][S:23]([C:26]1[CH:31]=[CH:30][C:29](B(O)O)=[CH:28][CH:27]=1)(=[O:25])=[O:24].[F-].[Cs+]>C(#N)C>[F:21][C:4]1[CH:3]=[C:2]([C:29]2[CH:30]=[CH:31][C:26]([S:23]([CH3:22])(=[O:25])=[O:24])=[CH:27][CH:28]=2)[CH:7]=[CH:6][C:5]=1[C:8]([N:10]1[CH2:14][CH2:13][CH2:12][C@H:11]1[CH2:15][N:16]1[CH2:20][CH2:19][CH2:18][CH2:17]1)=[O:9] |f:2.3|. Procedure details: Procedure EE: In a microwave reactor vessel, add (4-bromo-2-fluoro-phenyl)-(2-(S)-pyrrolidin-1-ylmethyl-pyrrolidin-yl)methanone (1.0 mmol), 4-methanesulfonylphenyl boronic acid (2.5 mmol), dichloropalladium di-triphenylphosphine (0.2 mmol), cesium fluoride (9.0 mmol) and acetonitrile (0.20M) and run in a CEM microwave reactor for 10 minutes at 120° C. with 75 W power and cooling on. After this time, wash the reaction with water while extracting with 10% isopropanol/dichloromethane. Dry the organ...